Dataset: the Open Reaction Database (ORD), a public repository of structured organic reaction records. Task: describe an organic reaction: reactants, conditions, products, and yield Reactants: CO, Cc1ccccc1-c1cc(N2CCSCC2)ncc1C(=O)N(C)Cc1cc(C(F)(F)F)cc(C(F)(F)F)c1. Product: Cc1ccccc1-c1cc(N2CCS(=O)CC2)ncc1C(=O)N(C)Cc1cc(C(F)(F)F)cc(C(F)(F)F)c1. As a reaction SMILES: [CH3:39][OH:40].[F:1][C:2]([c:3]1[cH:4][c:5]([CH2:6][N:7]([C:8]([c:9]2[cH:10][n:11][c:12]([N:22]3[CH2:23][CH2:24][S:25][CH2:26][CH2:27]3)[cH:13][c:14]2-[c:15]2[c:16]([CH3:21])[cH:17][cH:18][cH:19][cH:20]2)=[O:28])[CH3:29])[cH:30][c:31]([C:33]([F:34])([F:35])[F:36])[cH:32]1)([F:37])[F:38]>>[F:1][C:2]([c:3]1[cH:4][c:5]([CH2:6][N:7]([C:8]([c:9]2[cH:10][n:11][c:12]([N:22]3[CH2:23][CH2:24][S:25](=[O:40])[CH2:26][CH2:27]3)[cH:13][c:14]2-[c:15]2[c:16]([CH3:21])[cH:17][cH:18][cH:19][cH:20]2)=[O:28])[CH3:29])[cH:30][c:31]([C:33]([F:34])([F:35])[F:36])[cH:32]1)([F:37])[F:38]. The reactants are CC#N, Clc1ccc2nccn2n1, O=C1CCC(=O)N1I. Yields the product Clc1ccc2ncc(I)n2n1. As a reaction SMILES: [CH3:19][C:20]#[N:21].[Cl:1][c:2]1[cH:3][cH:4][c:5]2[n:6]([n:7]1)[cH:8][cH:9][n:10]2.[I:11][N:12]1[C:13](=[O:14])[CH2:15][CH2:16][C:17]1=[O:18]>>[Cl:1][c:2]1[cH:3][cH:4][c:5]2[n:6]([n:7]1)[c:8]([I:11])[cH:9][n:10]2. Starting materials: ClC=1C=C(C=CC1Cl)S(=O)(=O)N1C=2C=CC=CC2C2=CC=CC=C2C1CC(=O)O ([5-(3,4-dichloro-benzenesulfonyl)-5,6-dihydro-phenanthridin-6-yl]-acetic acid), Cl.Cl.Cl.Cl.N1=C(C=CC=C1)N1CCN(CC1)CCN (2-(4-pyridin-2-yl-piperazin-1-yl)-ethylamine tetrahydrochloride). Product: ClC=1C=C(C=CC1Cl)S(=O)(=O)N1C=2C=CC=CC2C2=CC=CC=C2C1CC(=O)NCCN1CCN(CC1)C1=NC=CC=C1 (2-[5-(3,4-Dichloro-benzenesulfonyl)-5,6-dihydro-phenanthridin-6-yl]-N-[2-(4-pyridin-2-yl-piperazin-1-yl)-ethyl]-acetamide). RXN SMILES: [Cl:1][C:2]1[CH:3]=[C:4]([S:9]([N:12]2[CH:25]([CH2:26][C:27]([OH:29])=O)[C:24]3[C:19](=[CH:20][CH:21]=[CH:22][CH:23]=3)[C:18]3[CH:17]=[CH:16][CH:15]=[CH:14][C:13]2=3)(=[O:11])=[O:10])[CH:5]=[CH:6][C:7]=1[Cl:8].Cl.Cl.Cl.Cl.[N:34]1[CH:39]=[CH:38][CH:37]=[CH:36][C:35]=1[N:40]1[CH2:45][CH2:44][N:43]([CH2:46][CH2:47][NH2:48])[CH2:42][CH2:41]1>>[Cl:1][C:2]1[CH:3]=[C:4]([S:9]([N:12]2[CH:25]([CH2:26][C:27]([NH:48][CH2:47][CH2:46][N:43]3[CH2:42][CH2:41][N:40]([C:35]4[CH:36]=[CH:37][CH:38]=[CH:39][N:34]=4)[CH2:45][CH2:44]3)=[O:29])[C:24]3[C:19](=[CH:20][CH:21]=[CH:22][CH:23]=3)[C:18]3[CH:17]=[CH:16][CH:15]=[CH:14][C:13]2=3)(=[O:10])=[O:11])[CH:5]=[CH:6][C:7]=1[Cl:8] |f:1.2.3.4.5|. Reported procedure: The title compound was prepared from [5-(3,4-dichloro-benzenesulfonyl)-5,6-dihydro-phenanthridin-6-yl]-acetic acid (Example 2c) and 2-(4-pyridin-2-yl-piperazin-1-yl)-ethylamine tetrahydrochloride (Reference Example 5) according to the method described in Example 1e. MS (EI) 637.3 (MH+).